Dataset: the Open Reaction Database (ORD), a public repository of structured organic reaction records. Task: describe an organic reaction: reactants, conditions, products, and yield Starting materials: CS(C)=O, NCC1CCCCC1, CCn1ncc2c(Cl)c3ccccc3nc21. Yields the product CCn1ncc2c(NCC3CCCCC3)c3ccccc3nc21. Reaction SMILES: [CH3:25][S:26]([CH3:27])=[O:28].[CH:17]1([CH2:23][NH2:24])[CH2:18][CH2:19][CH2:20][CH2:21][CH2:22]1.[Cl:1][c:2]1[c:3]2[c:4]([n:5][c:6]3[cH:7][cH:8][cH:9][cH:10][c:11]13)[n:12]([CH2:15][CH3:16])[n:13][cH:14]2>>[c:2]1([NH:24][CH2:23][CH:17]2[CH2:18][CH2:19][CH2:20][CH2:21][CH2:22]2)[c:3]2[c:4]([n:5][c:6]3[cH:7][cH:8][cH:9][cH:10][c:11]13)[n:12]([CH2:15][CH3:16])[n:13][cH:14]2. The reactants are CC(=O)C (acetone), [Si](C)(C)(C(C)(C)C)O[C@H](C)[C@H]1C(N[C@@H]1SC(=S)S[C@@H](CNC(=O)OCC1=CC=C(C=C1)[N+](=O)[O-])C)=O ((3S, 4R)-3-[(R)-1-t-Butyldimethylsilyloxyethyl]-4-[(R)-1-methyl-2-(p-nitrobenzyloxycarbonylamino)ethylthio(thiocarbonyl)]thioazetidin-2-one), O.C(C=O)(=O)OCC1=CC=C(C=C1)[N+](=O)[O-] (p-nitrobenzyl glyoxylate hydrate), compound. The solvent is CCCCCC (hexane), C1=CC=CC=C1 (benzene). Product: [Si](C)(C)(C(C)(C)C)O[C@H](C)[C@H]1C(N([C@@H]1SC(=S)S[C@@H](CNC(=O)OCC1=CC=C(C=C1)[N+](=O)[O-])C)C(C(=O)OCC1=CC=C(C=C1)[N+](=O)[O-])O)=O ((3S, 4R)-3-[(R)-1-t-Butyldimethylsilyloxyethyl]-1-[1-hydroxy-1-(p-nitrobenzyloxycarbonyl)methyl]-4-[(R)-1-methyl-2-(p-nitrobenzyloxycarbonylamino)ethylthio(thiocarbonyl)]thioazetidin-2-one). Isolated yield 85.6%. Reaction SMILES: [Si:1]([O:8][C@@H:9]([C@@H:11]1[C@@H:14]([S:15][C:16]([S:18][C@H:19]([CH3:35])[CH2:20][NH:21][C:22]([O:24][CH2:25][C:26]2[CH:31]=[CH:30][C:29]([N+:32]([O-:34])=[O:33])=[CH:28][CH:27]=2)=[O:23])=[S:17])[NH:13][C:12]1=[O:36])[CH3:10])([C:4]([CH3:7])([CH3:6])[CH3:5])([CH3:3])[CH3:2].O.[C:38]([O:42][CH2:43][C:44]1[CH:49]=[CH:48][C:47]([N+:50]([O-:52])=[O:51])=[CH:46][CH:45]=1)(=[O:41])[CH:39]=[O:40].CC(C)=O>C1C=CC=CC=1.CCCCCC>[Si:1]([O:8][C@@H:9]([C@@H:11]1[C@@H:14]([S:15][C:16]([S:18][C@H:19]([CH3:35])[CH2:20][NH:21][C:22]([O:24][CH2:25][C:26]2[CH:27]=[CH:28][C:29]([N+:32]([O-:34])=[O:33])=[CH:30][CH:31]=2)=[O:23])=[S:17])[N:13]([CH:39]([OH:40])[C:38]([O:42][CH2:43][C:44]2[CH:45]=[CH:46][C:47]([N+:50]([O-:52])=[O:51])=[CH:48][CH:49]=2)=[O:41])[C:12]1=[O:36])[CH3:10])([C:4]([CH3:7])([CH3:5])[CH3:6])([CH3:3])[CH3:2] |f:1.2|. Procedure details: (3S, 4R)-3-[(R)-1-t-Butyldimethylsilyloxyethyl]-4-[(R)-1-methyl-2-(p-nitrobenzyloxycarbonylamino)ethylthio(thiocarbonyl)]thioazetidin-2-one (10.8 g, 18.8 mmole) and p-nitrobenzyl glyoxylate hydrate (8.53 g, 37.6 mmole) were refluxed in benzene (100 ml) for 20 hours. After completion of the reaction, the solvent was distilled off under reduced pressure and the residue was purified by column chromatography (150 g of silica gel), eluted first with a 15% v/v solution of acetone in hexane, giving som...